This data is from the Open Reaction Database (ORD), a public repository of structured organic reaction records. The task is: describe an organic reaction: reactants, conditions, products, and yield Reported procedure: A solution of 3-(1-benzyl-4-(S)-phenylpyrrolidine-3-(R)-carbonyl)-4-(S)-benzyl oxazolidin-2-one (from Step B) in 2.5 L of THF at 10° C. was treated with 1.18 L of 1.0 M lithium aluminum hydride solution in THF over a period of 2 h. The resulting mixture was warmed to rt and stirred for 20 h. The reaction was quenched by adding 40 mL of H2O, then 40 mL of 2.0 N NaOH, then 115 mL of H2O and then was stirred at rt for 1.5 h. The mixture was filtered and the filtrate was concentrated. Chromatography... The reactants are C(C1=CC=CC=C1)N1C[C@@H]([C@H](C1)C1=CC=CC=C1)C(=O)N1C(OC[C@@H]1CC1=CC=CC=C1)=O (3-(1-benzyl-4-(S)-phenylpyrrolidine-3-(R)-carbonyl)-4-(S)-benzyl oxazolidin-2-one), [H-].[Al+3].[Li+].[H-].[H-].[H-] (lithium aluminum hydride). Product: hexanes acetone, C(C1=CC=CC=C1)N1C[C@@H]([C@H](C1)C1=CC=CC=C1)CO (1-Benzyl-3-(R)-hydroxymethyl-4-(S)-phenylpyrrolidine). Solvent: C1CCOC1 (THF), C1CCOC1 (THF). Reaction SMILES: [CH2:1]([N:8]1[CH2:12][C@H:11]([C:13]2[CH:18]=[CH:17][CH:16]=[CH:15][CH:14]=2)[C@@H:10]([C:19](N2[C@@H](CC3C=CC=CC=3)COC2=O)=[O:20])[CH2:9]1)[C:2]1[CH:7]=[CH:6][CH:5]=[CH:4][CH:3]=1.[H-].[Al+3].[Li+].[H-].[H-].[H-]>C1COCC1>[CH2:1]([N:8]1[CH2:12][C@H:11]([C:13]2[CH:18]=[CH:17][CH:16]=[CH:15][CH:14]=2)[C@@H:10]([CH2:19][OH:20])[CH2:9]1)[C:2]1[CH:3]=[CH:4][CH:5]=[CH:6][CH:7]=1 |f:1.2.3.4.5.6|. The yield is 69.0%. Run at time 20 hour.